Dataset: the Open Reaction Database (ORD), a public repository of structured organic reaction records. Task: describe an organic reaction: reactants, conditions, products, and yield Starting materials: ClCCN1CCOCC1, [K+], [K+], O=C([O-])[O-], Cc1ccc2nc(C)c3c(c2c1)C(=O)NC3=O, CN(C)C=O, O. Yields the product Cc1ccc2nc(C)c3c(c2c1)C(=O)N(CCN1CCOCC1)C3=O. As a reaction SMILES: [Cl:18][CH2:19][CH2:20][N:21]1[CH2:22][CH2:23][O:24][CH2:25][CH2:26]1.[K+:27].[K+:28].[O-:29][C:30]([O-:31])=[O:32].[O:1]=[C:2]1[NH:3][C:4](=[O:17])[c:5]2[c:6]([CH3:16])[n:7][c:8]3[cH:9][cH:10][c:11]([CH3:15])[cH:12][c:13]3[c:14]21.[O:33]=[CH:34][N:35]([CH3:36])[CH3:37].[OH2:38]>>[O:1]=[C:2]1[N:3]([CH2:19][CH2:20][N:21]2[CH2:22][CH2:23][O:24][CH2:25][CH2:26]2)[C:4](=[O:17])[c:5]2[c:6]([CH3:16])[n:7][c:8]3[cH:9][cH:10][c:11]([CH3:15])[cH:12][c:13]3[c:14]21. Reaction SMILES: Cl[C:2]1[CH:11]=[CH:10][C:9]2[C:4](=[CH:5][CH:6]=[C:7](Cl)[CH:8]=2)[N:3]=1.[CH3:13][O:14][C:15]1[CH:22]=[CH:21][CH:20]=[CH:19][C:16]=1[CH2:17][NH2:18].[CH3:23][O:24][C:25]1[CH:26]=[C:27]([CH:30]=[CH:31][CH:32]=1)[CH2:28][NH2:29]>>[CH3:23][O:24][C:25]1[CH:26]=[C:27]([CH:30]=[CH:31][CH:32]=1)[CH2:28][NH:29][C:7]1[CH:8]=[C:9]2[C:4](=[CH:5][CH:6]=1)[N:3]=[C:2]([NH:18][CH2:17][C:16]1[CH:19]=[CH:20][CH:21]=[CH:22][C:15]=1[O:14][CH3:13])[CH:11]=[CH:10]2. Reactants: ClC1=NC2=CC=C(C=C2C=C1)Cl (2,6-dichloroquinoline), COC1=C(CN)C=CC=C1 (2-methoxybenzylamine), COC=1C=C(CN)C=CC1 (3-methoxybenzylamine). Procedure: The title compound, MS: m/e=400.0 (M+H+), was prepared in accordance with the general method of example 1 from 2,6-dichloroquinoline, 2-methoxybenzylamine and 3-methoxybenzylamine. The product is COC=1C=C(CNC=2C=C3C=CC(=NC3=CC2)NCC2=C(C=CC=C2)OC)C=CC1 (N6-(3-Methoxy-benzyl)-N2-(2-methoxy-benzyl)-quinoline-2,6-diamine). Reactants: Oc1c(Br)cc(S(F)(F)(F)(F)F)cc1Br, CI, [K+], [K+], O=C([O-])[O-], CN(C)C=O. Product: COc1c(Br)cc(S(F)(F)(F)(F)F)cc1Br. Reaction SMILES: [Br:1][c:2]1[c:3]([OH:15])[c:4]([Br:14])[cH:5][c:6]([S:8]([F:9])([F:10])([F:11])([F:12])[F:13])[cH:7]1.[CH3:22][I:23].[K+:16].[K+:17].[O-:18][C:19]([O-:20])=[O:21].[O:24]=[CH:25][N:26]([CH3:27])[CH3:28]>>[Br:1][c:2]1[c:3]([O:15][CH3:19])[c:4]([Br:14])[cH:5][c:6]([S:8]([F:9])([F:10])([F:11])([F:12])[F:13])[cH:7]1. The reactants are Cl.CS(=O)(=O)N1C(NC=2C=NC=CC21)=O (1-(methylsulfonyl)-1H-imidazo[4,5-c]pyridin-2(3H)-one hydrochloride), [H-].[Na+] (sodium hydride), Cl.ClC1=CC2=C(N(C(=N2)CCl)CCCCF)C=C1 (5-chloro-2-(chloromethyl)-1-(4-fluorobutyl)-1H-benzo[d]imidazole hydrochloride). Run in CN(C)C=O (DMF), CN(C)C=O (DMF), O (water). Run at time 20 minute. Product: ClC1=CC2=C(N(C(=N2)CN2C(N(C3=C2C=NC=C3)S(=O)(=O)C)=O)CCCCF)C=C1 (3-((5-chloro-1-(4-fluorobutyl)-1H-benzo[d]imidazol-2-yl)methyl)-1-(methylsulfonyl)-1H-imidazo[4,5-c]pyridin-2(3H)-one). As a reaction SMILES: Cl.[CH3:2][S:3]([N:6]1[C:14]2[CH:13]=[CH:12][N:11]=[CH:10][C:9]=2[NH:8][C:7]1=[O:15])(=[O:5])=[O:4].[H-].[Na+].Cl.[Cl:19][C:20]1[CH:35]=[CH:34][C:23]2[N:24]([CH2:29][CH2:30][CH2:31][CH2:32][F:33])[C:25]([CH2:27]Cl)=[N:26][C:22]=2[CH:21]=1>CN(C=O)C.O>[Cl:19][C:20]1[CH:35]=[CH:34][C:23]2[N:24]([CH2:29][CH2:30][CH2:31][CH2:32][F:33])[C:25]([CH2:27][N:8]3[C:9]4[CH:10]=[N:11][CH:12]=[CH:13][C:14]=4[N:6]([S:3]([CH3:2])(=[O:5])=[O:4])[C:7]3=[O:15])=[N:26][C:22]=2[CH:21]=1 |f:0.1,2.3,4.5|. Reported procedure: To a solution of 1-(methylsulfonyl)-1H-imidazo[4,5-c]pyridin-2(3H)-one hydrochloride 10 (720 mg, 2.626 mmoles) in 10 mL of extra dry DMF was added sodium hydride (210 mg, 5.253 mmoles, 60% dispersion in oil) portionwise at room temperature. After 20 minutes, a solution of 5-chloro-2-(chloromethyl)-1-(4-fluorobutyl)-1H-benzo[d]imidazole hydrochloride 9 (440 mg, 1.313 mmoles) in 5 mL of DMF was added dropwise. Stirring was continued overnight at room temperature. The reaction mixture was then dilu... The reactants are O=C(c1ccccc1)c1ccc(Cl)n2c(Br)cnc12, CCO. Yields the product O=C(c1ccccc1)c1ccc(=O)n2c(Br)c[nH]c12. As a reaction SMILES: [Br:1][c:2]1[cH:3][n:4][c:5]2[n:6]1[c:7]([Cl:19])[cH:8][cH:9][c:10]2[C:11](=[O:12])[c:13]1[cH:14][cH:15][cH:16][cH:17][cH:18]1.[CH3:20][CH2:21][OH:22]>>[Br:1][c:2]1[cH:3][nH:4][c:5]2[n:6]1[c:7](=[O:22])[cH:8][cH:9][c:10]2[C:11](=[O:12])[c:13]1[cH:14][cH:15][cH:16][cH:17][cH:18]1.